describe an organic reaction: reactants, conditions, products, and yield From a dataset of the Open Reaction Database (ORD), a public repository of structured organic reaction records. Starting materials: CCOC(=O)c1cc2ncccc2[nH]1, CC(=O)O, [Na+], [OH-]. The product is O=C(O)c1cc2ncccc2[nH]1. Reaction SMILES: [CH2:1]([CH3:2])[O:3][C:4](=[O:5])[c:6]1[cH:7][c:8]2[n:9][cH:10][cH:11][cH:12][c:13]2[nH:14]1.[CH3:15][C:16](=[O:17])[OH:18].[Na+:20].[OH-:19]>>[O:3]=[C:4]([OH:5])[c:6]1[cH:7][c:8]2[n:9][cH:10][cH:11][cH:12][c:13]2[nH:14]1. Starting materials: ClC1=NC(=C2N=CN(C2=N1)C1CCCC1)NC1CCCCC1 (2-Chloro-6-cyclohexylamino-9-cyclopentyl-purine), [C-]#N.[Na+] (sodium cyanide). Solvent: CN(C)C=O (DMF). Yields the product C1(CCCCC1)NC1=C2N=CN(C2=NC(=N1)C#N)C1CCCC1 (6-Cyclohexylamino-9-cyclopentyl-purine-2-carbonitrile). RXN SMILES: Cl[C:2]1[N:10]=[C:9]2[C:5]([N:6]=[CH:7][N:8]2[CH:11]2[CH2:15][CH2:14][CH2:13][CH2:12]2)=[C:4]([NH:16][CH:17]2[CH2:22][CH2:21][CH2:20][CH2:19][CH2:18]2)[N:3]=1.[C-:23]#[N:24].[Na+]>CN(C=O)C>[CH:17]1([NH:16][C:4]2[N:3]=[C:2]([C:23]#[N:24])[N:10]=[C:9]3[C:5]=2[N:6]=[CH:7][N:8]3[CH:11]2[CH2:15][CH2:14][CH2:13][CH2:12]2)[CH2:22][CH2:21][CH2:20][CH2:19][CH2:18]1 |f:1.2|. Procedure details: 2-Chloro-6-cyclohexylamino-9-cyclopentyl-purine (6.3 mmol) and sodium cyanide (36 mmol) are heated up in DMF (30 ml) to 160° C. for 70 hours. After cooling down to RT the mixture is poured on water and extracted 3 times with ethyl acetate. The combined organic phases are washed with brine and the extract is dried over sodium sulfate and evaporated. The residue is purified by flash chromatography on silica gel with ethyl acetate as mobile phase. The product containing fractions are combined and e... As a reaction SMILES: [CH3:11][c:12]1[n:13][nH:14][cH:15][n:16]1.[F:1][c:2]1[cH:3][cH:4][c:5]([N+:8](=[O:9])[O-:10])[cH:6][cH:7]1.[K+:17].[K+:18].[O-:19][C:20]([O-:21])=[O:22].[O:23]=[CH:24][N:25]([CH3:26])[CH3:27].[OH2:28]>>[c:2]1(-[n:14]2[n:13][c:12]([CH3:11])[n:16][cH:15]2)[cH:3][cH:4][c:5]([N+:8](=[O:9])[O-:10])[cH:6][cH:7]1. Yields the product Cc1ncn(-c2ccc([N+](=O)[O-])cc2)n1. The reactants are Cc1nc[nH]n1, O=[N+]([O-])c1ccc(F)cc1, [K+], [K+], O=C([O-])[O-], CN(C)C=O, O. Reactants: COc1cc(C(C)C)c2c(c1)S(=O)(=O)N(CBr)C2=O, O=C([O-])[O-], CO, [Cs+], [Cs+], O=[N+]([O-])c1ccc(-n2nc(C(F)(F)F)cc2O)cc1, CN(C)C=O, O. The product is COc1cc(C(C)C)c2c(c1)S(=O)(=O)N(COc1cc(C(F)(F)F)nn1-c1ccc([N+](=O)[O-])cc1)C2=O. RXN SMILES: [Br:26][CH2:27][N:28]1[S:29](=[O:43])(=[O:44])[c:30]2[c:31]([c:34]([CH:40]([CH3:41])[CH3:42])[cH:35][c:36]([O:38][CH3:39])[cH:37]2)[C:32]1=[O:33].[C:20](=[O:21])([O-:22])[O-:23].[CH3:46][OH:47].[Cs+:24].[Cs+:25].[N+:1](=[O:2])([O-:3])[c:4]1[cH:5][cH:6][c:7](-[n:10]2[n:11][c:12]([C:16]([F:17])([F:18])[F:19])[cH:13][c:14]2[OH:15])[cH:8][cH:9]1.[O:48]=[CH:49][N:50]([CH3:51])[CH3:52].[OH2:45]>>[N+:1](=[O:2])([O-:3])[c:4]1[cH:5][cH:6][c:7](-[n:10]2[n:11][c:12]([C:16]([F:17])([F:18])[F:19])[cH:13][c:14]2[O:15][CH2:27][N:28]2[S:29](=[O:43])(=[O:44])[c:30]3[c:31]([c:34]([CH:40]([CH3:41])[CH3:42])[cH:35][c:36]([O:38][CH3:39])[cH:37]3)[C:32]2=[O:33])[cH:8][cH:9]1. The reactants are BrCC(C(CF)(C)C)=O (1-bromo-3,3-dimethyl-4-fluoro-2-butanone), N1N=CN=C1 (1,2,4-triazole), C([O-])([O-])=O.[K+].[K+] (potassium carbonate). Solvent: CC(=O)C (acetone). Yields the product CC(C(CN1N=CN=C1)=O)(CF)C (3,3-dimethyl-4-fluoro-1-(1,2,4-triazol-1-yl)-butan-2-one). Isolated yield 60.5%. Reaction SMILES: Br[CH2:2][C:3](=[O:9])[C:4]([CH3:8])([CH3:7])[CH2:5][F:6].[NH:10]1[CH:14]=[N:13][CH:12]=[N:11]1.C(=O)([O-])[O-].[K+].[K+]>CC(C)=O>[CH3:7][C:4]([CH3:8])([CH2:5][F:6])[C:3](=[O:9])[CH2:2][N:10]1[CH:14]=[N:13][CH:12]=[N:11]1 |f:2.3.4|. Procedure details: 197 g (1 mole) of 1-bromo-3,3-dimethyl-4-fluoro-2-butanone were slowly added dropwise to a boiling solution of 77 g (1.1 mols) of 1,2,4-triazole and 210 g (1.5 moles) of potassium carbonate in 500 ml of acetone such that, after removing the heating bath, the exothermic reaction kept the solution simmering. The mixture was then kept under reflux for a further 3 hours, the inorganic salts were filtered off and the filtrate was concentrated in vacuo. The residue was taken up in chloroform/water and... Solvent: CCOCC (Et2O), CCOCC (Et2O). RXN SMILES: [CH3:1][C:2]1[CH:6]=[C:5]([C:7]23[CH2:14][CH2:13][CH2:12][N:11]2[CH2:10][CH2:9][CH2:8]3)[O:4][N:3]=1.[ClH:15]>CCOCC>[ClH:15].[CH3:1][C:2]1[CH:6]=[C:5]([C:7]23[CH2:14][CH2:13][CH2:12][N:11]2[CH2:10][CH2:9][CH2:8]3)[O:4][N:3]=1 |f:3.4|. Conditions: temperature 0 celsius. Procedure details: 7a-(3-methyl-5-isoxazolyl)-hexahydro-1H-pyrrolizine (from step 1e, 189 mg, 0.98 mmol) was immersed in Et2O (7 mL) and cooled to 0° C. A solution of Et2O saturated with HCl (g) was added to the reaction vessel dropwise with stirring. The solvent was carefully removed and the remaining white solid triturated with Et2O (2×) followed by recrystallization out of MeOH/Et2O (126.5 mg, 56%). mp 169°-171° C. MS (CI/NH3) m/e: 193 (M+H)+. 1H NMR (D2O, 300 MHz) δ2.20-2.41 (m, 9H), 2.60-2.68 (m, 2H), 3.31-3.... The product is Cl.CC1=NOC(=C1)C12CCCN2CCC1 (7a-(3-methyl-5-isoxazolyl)-hexahydro-1H-pyrrolizine hydrochloride). The reactants are CC1=NOC(=C1)C12CCCN2CCC1 (7a-(3-methyl-5-isoxazolyl)-hexahydro-1H-pyrrolizine), Cl (HCl).